Dataset: the Open Reaction Database (ORD), a public repository of structured organic reaction records. Task: describe an organic reaction: reactants, conditions, products, and yield Reactants: [Al+3].[Cl-].[Cl-].[Cl-] (AlCl3), BrC1=C(C=C(C(=O)O)C=C1)Cl (4-bromo-3-chlorobenzoic acid), S(=O)(Cl)Cl (thionyl chloride), C1=CC=CC=C1 (Benzene), [Cl-].[Cl-].[Cl-].[Al+3] (aluminum trichloride), Cl (HCl). Run in CN(C)C=O (DMF). Reaction conditions: time 1 hour. Product: BrC1=C(C=C(C=C1)C(=O)C1=CC=CC=C1)Cl ((4-Bromo-3-chlorophenyl)-phenylmethanone). RXN SMILES: [Br:1][C:2]1[CH:10]=[CH:9][C:5]([C:6]([OH:8])=O)=[CH:4][C:3]=1[Cl:11].S(Cl)(Cl)=O.[CH:16]1[CH:21]=[CH:20][CH:19]=[CH:18][CH:17]=1.[Cl-].[Cl-].[Cl-].[Al+3].Cl>CN(C=O)C>[Br:1][C:2]1[CH:10]=[CH:9][C:5]([C:6]([C:16]2[CH:21]=[CH:20][CH:19]=[CH:18][CH:17]=2)=[O:8])=[CH:4][C:3]=1[Cl:11] |f:3.4.5.6|. Procedure details: In an oven dried flask was added 4-bromo-3-chlorobenzoic acid (1.00 g, 4.25 mmol), thionyl chloride (0.77 mL, 0.010 mol) and a drop of DMF and the reaction was refluxed for 2 h. The excess thionyl chloride was then distilled off and the residual thionyl chloride was removed on the pump. Benzene (20 mL, 0.2 mol) and aluminum trichloride (0.676 g, 5.07 mmol) were added to the reaction mixture. The reaction mixture turned yellow in color on addition of AlCl3. The reaction mixture was stirred at roo... The solvent is C(C)(=O)O (acetic acid), O (water). Yields the product BrC12CC3(CC(CC(C1)C3)(C2)C2=CC=CC=C2)CC (1-Bromo-3-ethyl-5-phenyl Adamantane). Reaction SMILES: [CH2:1]([C:3]12[CH2:12][C:7]3([C:13]4[CH:18]=[CH:17][CH:16]=[CH:15][CH:14]=4)[CH2:8][CH:9]([CH2:11][C:5](O)([CH2:6]3)[CH2:4]1)[CH2:10]2)[CH3:2].[BrH:20]>C(O)(=O)C.O>[Br:20][C:5]12[CH2:6][C:7]3([C:13]4[CH:14]=[CH:15][CH:16]=[CH:17][CH:18]=4)[CH2:8][CH:9]([CH2:10][C:3]([CH2:1][CH3:2])([CH2:12]3)[CH2:4]1)[CH2:11]2. Procedure: Stir 0.03 mol of 1-ethyl-3-hydroxy-5-phenyl adamantane (III) with 100 ml of 40% HBr in glacial acetic acid for 20 min at 60° C. and for 30 min at room temperature. Subsequently dilute the reaction mixture with water and extract with ether. Wash the combined organic extracts with sodium chloride solution, dry with magnesium sulfate, filter and evaporate to dryness under vacuum. Recrystallize the residue from methanol. (Yield: 68%). Starting materials: C(C)C12CC3(CC(CC(C1)C3)(C2)C2=CC=CC=C2)O (1-Ethyl-3-hydroxy-5-phenyl Adamantane), Br (HBr). Run at time 30 minute. The yield is 68.0%. Starting materials: FC(CO)(F)F (2,2,2-trifluoroethanol), ClC1=CC=C(C=2N3C(=NC21)N(CCC3)C3=C(C=C(C=C3)Cl)Cl)C(CC)O (1-[9-chloro-1-(2,4-dichlorophenyl)-1,2,3,4-tetrahydropyrimido[1,2-a]benzimidazol-6-yl]propan-1-ol), N(=NC(=O)N1CCCCC1)C(=O)N1CCCCC1 (1,1′-(azodicarbonyl)dipiperidine), C(CCC)P(CCCC)CCCC (tri(n-butyl)phosphine). Solvent: O1CCCC1 (tetrahydrofuran). Reaction conditions: time 10 minute. The product is ClC1=CC=C(C=2N3C(=NC21)N(CCC3)C3=C(C=C(C=C3)Cl)Cl)C(CC)OCC(F)(F)F (9-Chloro-1-(2,4-dichlorophenyl)-6-[1-(2,2,2-trifluoroethoxy)propyl]-1,2,3,4-tetrahydropyrimido[1,2-a]benzimidazole). The yield is 35.0%. Reaction SMILES: [Cl:1][C:2]1[C:10]2[N:9]=[C:8]3[N:11]([C:15]4[CH:20]=[CH:19][C:18]([Cl:21])=[CH:17][C:16]=4[Cl:22])[CH2:12][CH2:13][CH2:14][N:7]3[C:6]=2[C:5]([CH:23]([OH:26])[CH2:24][CH3:25])=[CH:4][CH:3]=1.N(C(N1CCCCC1)=O)=NC(N1CCCCC1)=O.C(P(CCCC)CCCC)CCC.[F:58][C:59]([F:63])([F:62])[CH2:60]O>O1CCCC1>[Cl:1][C:2]1[C:10]2[N:9]=[C:8]3[N:11]([C:15]4[CH:20]=[CH:19][C:18]([Cl:21])=[CH:17][C:16]=4[Cl:22])[CH2:12][CH2:13][CH2:14][N:7]3[C:6]=2[C:5]([CH:23]([O:26][CH2:60][C:59]([F:63])([F:62])[F:58])[CH2:24][CH3:25])=[CH:4][CH:3]=1. Reported procedure: To a solution of 1-[9-chloro-1-(2,4-dichlorophenyl)-1,2,3,4-tetrahydropyrimido[1,2-a]benzimidazol-6-yl]propan-1-ol (100 mg, 0.243 mmol) and 1,1′-(azodicarbonyl)dipiperidine (123 mg, 0.49 mmol) in tetrahydrofuran (5.0 mL) was added tri(n-butyl)phosphine (0.122 mL, 0.49 mmol) at room temperature. After the mixture was stirred at room temperature for 10 min under nitrogen atmosphere, 2,2,2-trifluoroethanol (0.177 mL, 2.32 mmol) was added to the reaction mixture. The mixture was stirred at 60° C. fo...